This data is from the Open Reaction Database (ORD), a public repository of structured organic reaction records. The task is: describe an organic reaction: reactants, conditions, products, and yield Starting materials: C(C)NCC (diethylamine), ClC=1C=C(CN2N=C(C3=CC(=CC=C23)OCCOS(=O)(=O)C2=CC=C(C=C2)C)S(=O)(=O)C2=CC=CC3=CC=CC=C23)C=CC1 (toluene-4-sulfonic acid 2-[1-(3-chloro-benzyl)-3-(naphthalene-1-sulfonyl)-1H-indazol-5-yloxy]-ethyl ester), C(C)NCC (diethylamine), C1CCOC1 (THF), C(C)NCC (diethylamine). Reaction conditions: temperature 80 celsius, time 2 hour. Product: ClC=1C=C(CN2N=C(C3=CC(=CC=C23)OCCN(CC)CC)S(=O)(=O)C2=CC=CC3=CC=CC=C23)C=CC1 ({2-[1-(3-chloro-benzyl)-3-(naphthalene-1-sulfonyl)-1H-indazol-5-yloxy]-ethyl}-diethyl-amine). Isolated yield 97.2%. RXN SMILES: [Cl:1][C:2]1[CH:3]=[C:4]([CH:42]=[CH:43][CH:44]=1)[CH2:5][N:6]1[C:14]2[C:9](=[CH:10]C(OCCOS(C3C=CC(C)=CC=3)(=O)=O)=C[CH:13]=2)[C:8]([S:29]([C:32]2[C:41]3[C:36](=[CH:37][CH:38]=[CH:39][CH:40]=3)[CH:35]=[CH:34][CH:33]=2)(=[O:31])=[O:30])=[N:7]1.[CH2:45]([NH:47][CH2:48][CH3:49])[CH3:46].[CH2:50]1[CH2:54][O:53][CH2:52][CH2:51]1>>[Cl:1][C:2]1[CH:3]=[C:4]([CH:42]=[CH:43][CH:44]=1)[CH2:5][N:6]1[C:14]2[C:9](=[CH:10][C:52]([O:53][CH2:54][CH2:50][N:47]([CH2:48][CH3:49])[CH2:45][CH3:46])=[CH:51][CH:13]=2)[C:8]([S:29]([C:32]2[C:41]3[C:36](=[CH:37][CH:38]=[CH:39][CH:40]=3)[CH:35]=[CH:34][CH:33]=2)(=[O:31])=[O:30])=[N:7]1. Procedure details: A solution of toluene-4-sulfonic acid 2-[1-(3-chloro-benzyl)-3-(naphthalene-1-sulfonyl)-1H-indazol-5-yloxy]-ethyl ester (0.338 g, 0.522 mmol) and diethylamine (1.0 mL, 9.7 mmol) in THF (8 mL) was stirred at 70° C. in a sealed tube for 2 hours. Additional diethylamine (1.0 mL, 9.7 mmol) added, and the reaction mixture was stirred at 80° C. in a sealed tube for 2 hours. A third portion of diethylamine (1.0 mL, 9.7 mmol) was added to the reaction mixture, and it was stirred at 80° C. in a sealed tu... The product is O=C(O)C(=O)c1cccnc1. As a reaction SMILES: [Br:1][c:2]1[cH:3][n:4][cH:5][cH:6][cH:7]1.[C:13]([C:14](=[O:15])[O-:16])(=[O:17])[O:18][CH2:19][CH3:20].[CH2:21]1[O:22][CH2:23][CH2:24][CH2:25]1.[CH2:8]([Li:9])[CH2:10][CH2:11][CH3:12]>>[c:2]1([C:13]([C:14](=[O:15])[OH:16])=[O:17])[cH:3][n:4][cH:5][cH:6][cH:7]1. Starting materials: Brc1cccnc1, CCOC(=O)C(=O)[O-], C1CCOC1, [Li]CCCC. Reactants: COC(=O)c1ccc2c(c1)S(=O)c1cc3c(cc1CC2)CCC3, CCO, [K+], [OH-], O. Product: O=C(O)c1ccc2c(c1)S(=O)c1cc3c(cc1CC2)CCC3. Reaction SMILES: [CH2:1]1[CH2:2][CH2:3][c:4]2[cH:5][c:6]3[c:7]([cH:22][c:23]21)[CH2:8][CH2:9][c:10]1[c:11]([cH:14][c:15]([C:18](=[O:19])[O:20][CH3:21])[cH:16][cH:17]1)[S:12]3=[O:13].[CH3:27][CH2:28][OH:29].[K+:25].[OH-:24].[OH2:26]>>[CH2:1]1[CH2:2][CH2:3][c:4]2[cH:5][c:6]3[c:7]([cH:22][c:23]21)[CH2:8][CH2:9][c:10]1[c:11]([cH:14][c:15]([C:18](=[O:19])[OH:20])[cH:16][cH:17]1)[S:12]3=[O:13]. Starting materials: SC1=C(C(=O)O)C=CC=C1C (2-Mercapto-3-methylbenzoic acid), C(C)(=O)OC(C)=O (acetic anhydride), Cl (hydrochloric acid). Run in C(C)(=O)O (acetic acid). The product is C(C)(=O)SC1=C(C(=O)O)C=CC=C1C (2-Acetylthio-3-methylbenzoic acid). Reaction SMILES: [SH:1][C:2]1[C:10]([CH3:11])=[CH:9][CH:8]=[CH:7][C:3]=1[C:4]([OH:6])=[O:5].[C:12](OC(=O)C)(=[O:14])[CH3:13].Cl>C(O)(=O)C>[C:12]([S:1][C:2]1[C:10]([CH3:11])=[CH:9][CH:8]=[CH:7][C:3]=1[C:4]([OH:6])=[O:5])(=[O:14])[CH3:13]. Procedure: 2-Mercapto-3-methylbenzoic acid (9.0 g, 54 mmol), acetic anhydride (6.5 g, 63 mmol) and glacial acetic acid (25 ml) were refluxed 1 hour, then poured into dilute hydrochloric acid. The product was filtered and recrystallized from toluene. The reactants are O (water), C1(=CC=CC=C1)P(C1=CC=CC=C1)C1=CC=CC=C1 (triphenylphosphine), N(=NC(=O)OCC)C(=O)OCC (diethyl azodicarboxylate), C1(=CC=CC=C1)P(C1=CC=CC=C1)C1=CC=CC=C1 (triphenylphosphine), N(=NC(=O)OCC)C(=O)OCC (diethyl azodicarboxylate), C(C1=CC=CC=C1)N(C[C@@H](COC)O)C[C@@H](COC)O ((2S)-1-[N-benzyl-N-[(2S)-2-hydroxy-3-methoxypropyl]amino]-3-methoxypropan-2-ol). Solvent: O1CCCC1 (tetrahydrofuran). Conditions: temperature 0 celsius, time 5 hour. The product is C(C1=CC=CC=C1)N1C[C@H](O[C@H](C1)COC)COC (4-benzyl-cis-2,6-dimethoxymethylmorpholine). Yield: 38.6%. As a reaction SMILES: C1(P(C2C=CC=CC=2)C2C=CC=CC=2)C=CC=CC=1.N(C(OCC)=O)=NC(OCC)=O.[CH2:32]([N:39]([CH2:46][C@H:47]([OH:51])[CH2:48][O:49][CH3:50])[CH2:40][C@H:41](O)[CH2:42][O:43][CH3:44])[C:33]1[CH:38]=[CH:37][CH:36]=[CH:35][CH:34]=1.O>O1CCCC1>[CH2:32]([N:39]1[CH2:40][C@H:41]([CH2:42][O:43][CH3:44])[O:51][C@H:47]([CH2:48][O:49][CH3:50])[CH2:46]1)[C:33]1[CH:34]=[CH:35][CH:36]=[CH:37][CH:38]=1. Procedure details: A mixture of triphenylphosphine (10.2 g), diethyl azodicarboxylate (6.12 ml), and (2S)-1-[N-benzyl-N-[(2S)-2-hydroxy-3-methoxypropyl]amino]-3-methoxypropan-2-ol (7.34 g) in tetrahydrofuran (70 ml) was stirred at 0° C. for 5 hours. To the mixture was added successively triphenylphosphine (2.04 g) and diethyl azodicarboxylate (1.2 ml), and the mixture was stirred at 0° C. for 3 hours. The mixture was poured into water and extracted with dichloromethane (×3). The combined extracts were washed with ... Reactants: ClC1=CC=C(C=C1)C=1OC2=C(N1)C=CC(=C2)C(C(=O)OC)OC (Methyl 2-p-chlorophenyl-α-methoxy-6-benzoxazolyl-acetate), [OH-].[Na+] (sodium hydroxide). The solvent is O1CCOCC1 (dioxan), O (water). Conditions: time 3 hour. The product is ClC1=CC=C(C=C1)C=1OC2=C(N1)C=CC(=C2)C(C(=O)O)OC (2-p-chlorophenyl-α-methoxy-6-benzoxazolylacetic acid). As a reaction SMILES: [Cl:1][C:2]1[CH:7]=[CH:6][C:5]([C:8]2[O:9][C:10]3[CH:16]=[C:15]([CH:17]([O:22][CH3:23])[C:18]([O:20]C)=[O:19])[CH:14]=[CH:13][C:11]=3[N:12]=2)=[CH:4][CH:3]=1.[OH-].[Na+]>O1CCOCC1.O>[Cl:1][C:2]1[CH:7]=[CH:6][C:5]([C:8]2[O:9][C:10]3[CH:16]=[C:15]([CH:17]([O:22][CH3:23])[C:18]([OH:20])=[O:19])[CH:14]=[CH:13][C:11]=3[N:12]=2)=[CH:4][CH:3]=1 |f:1.2|. Procedure details: Methyl 2-p-chlorophenyl-α-methoxy-6-benzoxazolyl-acetate (4.0 g.) was dissolved in dioxan (50 ml.) and a solution of sodium hydroxide (0.7g) in water was added. The solution was stirred for three hours then evaporated to dryness. The residue was stirred with dilute hydrochloric acid for thirty minutes. The solid was filtered off and recrystallised from water-ethanol to give 2-p-chlorophenyl-α-methoxy-6-benzoxazolylacetic acid, m.pt. 164°-6° C.